Dataset: the Open Reaction Database (ORD), a public repository of structured organic reaction records. Task: describe an organic reaction: reactants, conditions, products, and yield The reactants are solution, [OH-].OCC[N+](C)(C)C (choline hydroxide), FC1=CC=2C(=NC=3N(C=C(C(C3C2)=O)C(=O)O)C)C=C1N1CCN(CC1)C1=CC=C(C=C1)F (7-fluoro-8-[4-(4-fluorophenyl)piperazin-1-yl]-1-methyl-4-oxo-1,4-dihydrobenzo[b][1,8]naphthyridine-3-carboxylic acid). Run in CO (methanol), CO (methanol). Reaction conditions: temperature 25 celsius, time 2 hour. Yields the product OCC[N+](C)(C)C.FC1=CC=2C(=NC=3N(C=C(C(C3C2)=O)C(=O)[O-])C)C=C1N1CCN(CC1)C1=CC=C(C=C1)F (choline 7-fluoro-8-[4-(4-fluorophenyl)piperazin-1-yl]-1-methyl-4-oxo-1,4-dihydrobenzo[b][1,8]naphthyridine-3-carboxylate). Reaction SMILES: [OH-].[OH:2][CH2:3][CH2:4][N+:5]([CH3:8])([CH3:7])[CH3:6].[F:9][C:10]1[C:28]([N:29]2[CH2:34][CH2:33][N:32]([C:35]3[CH:40]=[CH:39][C:38]([F:41])=[CH:37][CH:36]=3)[CH2:31][CH2:30]2)=[CH:27][C:13]2=[N:14][C:15]3[N:16]([CH3:26])[CH:17]=[C:18]([C:23]([OH:25])=[O:24])[C:19](=[O:22])[C:20]=3[CH:21]=[C:12]2[CH:11]=1>CO>[OH:2][CH2:3][CH2:4][N+:5]([CH3:8])([CH3:7])[CH3:6].[F:9][C:10]1[C:28]([N:29]2[CH2:30][CH2:31][N:32]([C:35]3[CH:40]=[CH:39][C:38]([F:41])=[CH:37][CH:36]=3)[CH2:33][CH2:34]2)=[CH:27][C:13]2=[N:14][C:15]3[N:16]([CH3:26])[CH:17]=[C:18]([C:23]([O-:25])=[O:24])[C:19](=[O:22])[C:20]=3[CH:21]=[C:12]2[CH:11]=1 |f:0.1,4.5|. Procedure: 7.6 cm3 of a 45% solution of choline hydroxide in methanol were added to a suspension of 7.6 g of 7-fluoro-8-[4-(4-fluorophenyl)piperazin-1-yl]-1-methyl-4-oxo-1,4-dihydrobenzo[b][1,8]naphthyridine-3-carboxylic acid in 75 cm3 of methanol. The reaction mixture was stirred for approximately 2 hours at approximately 25° C. The solution was filtered in order to remove a slight insoluble material and was concentrated at approximately 50° C. on a rotary evaporator at approximately 20 kPa. The residual ... Reactants: ClC=1C(=CC2=C(N=CNS2(=O)=O)C1)SC(C)C (6-Chloro-7-isopropylthio-1,2,4-benzothiadiazine-1,1-dioxide), Cl (hydrochloric acid). Solvent: [OH-].[Na+] (sodium hydroxide). Product: S(N)(=O)(=O)C1=C(N)C=C(C(=C1)SC(C)C)Cl (2-sulfamoyl-4-isopropylthio-5-chloroaniline). RXN SMILES: [Cl:1][C:2]1[C:3]([S:14][CH:15]([CH3:17])[CH3:16])=[CH:4][C:5]2[S:10](=[O:12])(=[O:11])[NH:9]C=[N:7][C:6]=2[CH:13]=1.Cl>[OH-].[Na+]>[S:10]([C:5]1[CH:4]=[C:3]([S:14][CH:15]([CH3:16])[CH3:17])[C:2]([Cl:1])=[CH:13][C:6]=1[NH2:7])(=[O:11])(=[O:12])[NH2:9] |f:2.3|. Procedure: 6-Chloro-7-isopropylthio-1,2,4-benzothiadiazine-1,1-dioxide (0.03 mole), prepared as described in Example 2, is dissolved in 10% aqueous sodium hydroxide (50 ml.) and heated on the steam bath for 1 hour. The solution is chilled, acidified with hydrochloric acid and the product upon recrystallization from a mixture of ethanol and water melts at 137°-138° C. Reactants: C(C)[Mg]Br (Ethylmagnesium bromide), CCOCC (ether), ClC1=NC(=NC(=C1C#N)Cl)SC (4,6-dichloro-2-(methylthio)pyrimidine-5-carbonitrile). Solvent: O1CCCC1 (tetrahydrofuran). Run at temperature -78 celsius, time 1 hour. The product is ClC1=NC(=NC(=C1C#N)CC)SC (4-Chloro-6-ethyl-2-(methylthio)pyrimidine-5-carbonitrile). Reaction SMILES: [Cl:1][C:2]1[C:7]([C:8]#[N:9])=[C:6](Cl)[N:5]=[C:4]([S:11][CH3:12])[N:3]=1.[CH2:13]([Mg]Br)[CH3:14].CCOCC>O1CCCC1>[Cl:1][C:2]1[C:7]([C:8]#[N:9])=[C:6]([CH2:13][CH3:14])[N:5]=[C:4]([S:11][CH3:12])[N:3]=1. Reported procedure: To a 100 mL round-bottom flask was added 4,6-dichloro-2-(methylthio)pyrimidine-5-carbonitrile (300 mg, 1.363 mmol) in tetrahydrofuran (10 mL). The reaction mixture was cooled to −78° C. Ethylmagnesium bromide in ether (3.0 M, 0.454 mL, 1.363 mmol) was added and the reaction mixture was allowed to stir for 1 hour at room temperature. LCMS indicated the reaction was complete. The reaction mixture was quenched with a few drops saturated aqueous NH4Cl and allowed to warm to room temperature. The rea... The reactants are BrC1=C(CBr)C=C(C=C1)F (2-bromo-5-fluorobenzyl bromide), C[C@@H]1NC(O[C@@H]1C1=CC=CC=C1)=O ((4S,5R)-(−)-4-methyl-5-phenyl-2-oxazolidinone). Procedure: Prepared according to the procedure described in Example 1, Step 3, using the following starting materials: 2-bromo-5-fluorobenzyl bromide and (4S,5R)-(−)-4-methyl-5-phenyl-2-oxazolidinone. As a reaction SMILES: [Br:1][C:2]1[CH:9]=[CH:8][C:7]([F:10])=[CH:6][C:3]=1[CH2:4]Br.[CH3:11][C@H:12]1[C@@H:16]([C:17]2[CH:22]=[CH:21][CH:20]=[CH:19][CH:18]=2)[O:15][C:14](=[O:23])[NH:13]1>>[Br:1][C:2]1[CH:9]=[CH:8][C:7]([F:10])=[CH:6][C:3]=1[CH2:4][N:13]1[C@@H:12]([CH3:11])[C@@H:16]([C:17]2[CH:22]=[CH:21][CH:20]=[CH:19][CH:18]=2)[O:15][C:14]1=[O:23]. Product: BrC1=C(CN2C(O[C@@H]([C@@H]2C)C2=CC=CC=C2)=O)C=C(C=C1)F ((4S,5R)-3-(2-Bromo-5-fluoro-benzyl)-4-methyl-5-phenyl-oxazolidin-2-one). Starting materials: COC=1C=C(C=CC1)NC1=C(C=NC2=C(C=C(C=C12)S(=O)(=O)C1=CC(=CC=C1)C(=O)N1CCN(CC1)C(C1=CC(=CC=C1)CC(C)=O)=O)C)C(=O)N (4-((3-methoxyphenyl)amino)-8-methyl-6-((3-(4-(3-(2-oxopropyl)benzoyl)piperazine-1-carbonyl)phenyl)sulfonyl)quinoline-3-carboxamide), C(C1=CC=CC=C1)OC=1C=CC(=C2C=CC(NC12)=O)[C@H](CNC(CC=1C=C(C(=O)O)C=CC1)(C)C)O[Si](C)(C)C(C)(C)C ((R)-3-(2-((2-(8-(benzyloxy)-2-oxo-1,2-dihydroquinolin-5-yl)-2-((tert-butyldimethylsilyl)oxy)ethyl)amino)-2-methylpropyl)benzoic acid), C64H72N7O9SSi. Product: C(C1=CC=CC=C1)OC=1C=CC(=C2C=CC(NC12)=O)[C@H](CNC(CC=1C=C(C(=O)N2CCN(CC2)C(=O)C=2C=C(C=CC2)S(=O)(=O)C=2C=C3C(=C(C=NC3=C(C2)C)C(=O)N)NC2=CC(=CC=C2)OC)C=CC1)(C)C)O[Si](C)(C)C(C)(C)C ((R)-6-((3-(4-(3-(2-((2-(8-(benzyloxy)-2-oxo-1,2-dihydroquinolin-5-yl)-2-((tert-butyldimethylsilyl)oxy)ethyl)amino)-2-methylpropyl)benzoyl)piperazine-1-carbonyl)phenyl)sulfonyl)-4-((3-methoxyphenyl)amino)-8-methylquinoline-3-carboxamide). RXN SMILES: [CH3:1][O:2][C:3]1[CH:4]=[C:5]([NH:9][C:10]2[C:19]3[C:14](=[C:15]([CH3:49])[CH:16]=[C:17]([S:20]([C:23]4[CH:28]=[CH:27][CH:26]=[C:25]([C:29]([N:31]5[CH2:36][CH2:35][N:34]([C:37](=[O:48])[C:38]6[CH:43]=[CH:42][CH:41]=[C:40](CC(=O)C)[CH:39]=6)[CH2:33][CH2:32]5)=[O:30])[CH:24]=4)(=[O:22])=[O:21])[CH:18]=3)[N:13]=[CH:12][C:11]=2[C:50]([NH2:52])=[O:51])[CH:6]=[CH:7][CH:8]=1.[CH2:53]([O:60][C:61]1[CH:62]=[CH:63][C:64]([C@@H:72]([O:88][Si:89]([C:92]([CH3:95])([CH3:94])[CH3:93])([CH3:91])[CH3:90])[CH2:73][NH:74][C:75]([CH3:87])([CH3:86])[CH2:76]C2C=C(C=CC=2)C(O)=O)=[C:65]2[C:70]=1[NH:69][C:68](=[O:71])[CH:67]=[CH:66]2)[C:54]1[CH:59]=[CH:58][CH:57]=[CH:56][CH:55]=1>>[CH2:53]([O:60][C:61]1[CH:62]=[CH:63][C:64]([C@@H:72]([O:88][Si:89]([C:92]([CH3:95])([CH3:94])[CH3:93])([CH3:90])[CH3:91])[CH2:73][NH:74][C:75]([CH3:86])([CH3:87])[CH2:76][C:40]2[CH:39]=[C:38]([CH:43]=[CH:42][CH:41]=2)[C:37]([N:34]2[CH2:35][CH2:36][N:31]([C:29]([C:25]3[CH:24]=[C:23]([S:20]([C:17]4[CH:18]=[C:19]5[C:14](=[C:15]([CH3:49])[CH:16]=4)[N:13]=[CH:12][C:11]([C:50]([NH2:52])=[O:51])=[C:10]5[NH:9][C:5]4[CH:6]=[CH:7][CH:8]=[C:3]([O:2][CH3:1])[CH:4]=4)(=[O:22])=[O:21])[CH:28]=[CH:27][CH:26]=3)=[O:30])[CH2:32][CH2:33]2)=[O:48])=[C:65]2[C:70]=1[NH:69][C:68](=[O:71])[CH:67]=[CH:66]2)[C:54]1[CH:59]=[CH:58][CH:57]=[CH:56][CH:55]=1. Procedure: The title compound was synthesized in a manner analogous to that described for Intermediate 97, using Intermediate 101 in place of 3-(2-oxopropyl)benzoic acid. ES/MS calcd. for C64H72N7O9SSi+ 1142.5. Found m/z=1142.5 (M+H)+. The reactants are [BH3-]C#N, O=C([O-])O, CO, CC(=O)O, O=Cc1cccc(F)c1F, [Na+], [Na+], CC(C)(C)OC(=O)NC1CNCCN(CC(F)(F)F)C1=O. Product: CC(C)(C)OC(=O)NC1CN(Cc2cccc(F)c2F)CCN(CC(F)(F)F)C1=O. RXN SMILES: [C:32]([BH3-:33])#[N:34].[C:36](=[O:37])([OH:38])[O-:39].[CH3:41][OH:42].[CH3:43][C:44](=[O:45])[OH:46].[F:22][c:23]1[c:24]([CH:25]=[O:26])[cH:27][cH:28][cH:29][c:30]1[F:31].[Na+:35].[Na+:40].[O:1]=[C:2]1[CH:3]([NH:14][C:15]([O:16][C:17]([CH3:18])([CH3:19])[CH3:20])=[O:21])[CH2:4][NH:5][CH2:6][CH2:7][N:8]1[CH2:9][C:10]([F:11])([F:12])[F:13]>>[O:1]=[C:2]1[CH:3]([NH:14][C:15]([O:16][C:17]([CH3:18])([CH3:19])[CH3:20])=[O:21])[CH2:4][N:5]([CH2:25][c:24]2[c:23]([F:22])[c:30]([F:31])[cH:29][cH:28][cH:27]2)[CH2:6][CH2:7][N:8]1[CH2:9][C:10]([F:11])([F:12])[F:13]. Starting materials: CC(Cl)c1cccnc1, O=C(O)c1cn(Cc2ccccc2)nn1. Reagents/catalysts: O=C([O-])[O-].[Cs+].[Cs+] (cesium carbonate), [I-].[K+] (potassium iodide). Solvent: CN(C)C=O (DMF), CN(C)C=O (dmf), CN(C)C=O (DMF). Reaction conditions: temperature 70 celsius, time 16 hour. Yields the product CC(OC(=O)c1cn(Cc2ccccc2)nn1)c1cccnc1. The reactants are N1C(=NC2=C1C=CC=C2)CC#N (1H-benzimidazol-2-ylacetonitrile), O=C1C(CSCC1)C(=O)OC (methyl 4-oxotetrahydro-2H-thiopyran-3-carboxylate), C(C)(=O)[O-].[NH4+] (ammonium acetate), O (water). Solvent: C(C)#N (acetonitrile). Reaction conditions: temperature 140 celsius, time 1 hour. The product is O=C1C2=C(C(=C3NC4=C(N31)C=CC=C4)C#N)CCSC2 (12-oxo-3,4,6,12-tetrahydro-1H-thiopyrano[4′,3′:4,5]pyrido[1,2-a]benzimidazole-5-carbonitrile). The yield is 68.8%. Reaction SMILES: [NH:1]1[C:5]2[CH:6]=[CH:7][CH:8]=[CH:9][C:4]=2[N:3]=[C:2]1[CH2:10][C:11]#[N:12].O=[C:14]1[CH2:19][CH2:18][S:17][CH2:16][CH:15]1[C:20](OC)=[O:21].C([O-])(=O)C.[NH4+].O>C(#N)C>[O:21]=[C:20]1[N:3]2[C:2]([NH:1][C:5]3[CH:6]=[CH:7][CH:8]=[CH:9][C:4]=32)=[C:10]([C:11]#[N:12])[C:14]2[CH2:19][CH2:18][S:17][CH2:16][C:15]1=2 |f:2.3|. Procedure details: A mixture of 1H-benzimidazol-2-ylacetonitrile (13 g), methyl 4-oxotetrahydro-2H-thiopyran-3-carboxylate (15.3 g), and ammonium acetate (33 g) was heated and stirred at 140° C. for 1 hour. The reaction mixture was cooled to room temperature, water and acetonitrile were added, and the resulting precipitate was collected by filtration and dried under reduced pressure to obtain 12-oxo-3,4,6,12-tetrahydro-1H-thiopyrano[4′,3′:4,5]pyrido[1,2-a]benzimidazole-5-carbonitrile (16 g). Reactants: Cl (hydrochloride), C(C)(=O)N[C@@H](CC1=CC=C(C=C1)OC(C)=O)C(=O)O (N,O-diacetyltyrosine), COC([C@@H](N)C)=O (alanine methyl ester), C(C)N1CCCCC1 (N-ethylpiperidine), ClC(=O)OCC (ethyl chloroformate), C(C)N1CCCCC1 (N-ethylpiperidine). Solvent: O1CCCC1 (tetrahydrofurane). Conditions: time 15 minute. Yields the product COC([C@@H](NC([C@@H](NC(C)=O)CC1=CC=C(C=C1)OC(C)=O)=O)C)=O (N,O-Diacetyltyrosyl-alanine methyl ester). The yield is 60.0%. Reaction SMILES: [C:1]([NH:4][C@H:5]([C:17]([OH:19])=O)[CH2:6][C:7]1[CH:12]=[CH:11][C:10]([O:13][C:14](=[O:16])[CH3:15])=[CH:9][CH:8]=1)(=[O:3])[CH3:2].C(N1CCCCC1)C.ClC(OCC)=O.[CH3:34][O:35][C:36](=[O:40])[C@H:37]([CH3:39])[NH2:38].Cl>O1CCCC1>[CH3:34][O:35][C:36](=[O:40])[C@H:37]([CH3:39])[NH:38][C:17](=[O:19])[C@H:5]([CH2:6][C:7]1[CH:8]=[CH:9][C:10]([O:13][C:14](=[O:16])[CH3:15])=[CH:11][CH:12]=1)[NH:4][C:1](=[O:3])[CH3:2]. Procedure details: To a solution of N,O-diacetyltyrosine (13.3 g, 50 mmoles) and N-ethylpiperidine (7 ml) in tetrahydrofurane (100 ml) precooled to -15° C. was added ethyl chloroformate (5 ml). After 15 minutes of stirring and cooling (-15° C.) alanine methyl ester liberated from its hydrochloride (7.0 g, 50 mmoles) with N-ethylpiperidine (7 ml) was admixed. After 2 hours of stirring at 0° C. and 12 hours of standing at room temperature, the solution was evaporated, the residue was taken into ethyl acetate and the... Solvent: C1CCOC1 (THF), O (water). The product is C(C)C1=C(SC(=C1)C(NCC1=CC(=CC=C1)O)=O)C(=O)N[C@H](C(=O)O)CNC(=O)C=1SC=CC1 ((S)-2-{[3-Ethyl-5-(3-hydroxy-benzylcarbamoyl)-thiophene-2-carbonyl]-amino}-3-[(thiophene-2-carbonyl)-amino]-propionic acid). Conditions: time 15 hour. RXN SMILES: C[O:2][C:3](=[O:35])[C@@H:4]([NH:14][C:15]([C:17]1[S:18][C:19]([C:24](=[O:34])[NH:25][CH2:26][C:27]2[CH:32]=[CH:31][CH:30]=[C:29]([OH:33])[CH:28]=2)=[CH:20][C:21]=1[CH2:22][CH3:23])=[O:16])[CH2:5][NH:6][C:7]([C:9]1[S:10][CH:11]=[CH:12][CH:13]=1)=[O:8].O.[OH-].[Li+].Cl>C1COCC1.O>[CH2:22]([C:21]1[CH:20]=[C:19]([C:24](=[O:34])[NH:25][CH2:26][C:27]2[CH:32]=[CH:31][CH:30]=[C:29]([OH:33])[CH:28]=2)[S:18][C:17]=1[C:15]([NH:14][C@@H:4]([CH2:5][NH:6][C:7]([C:9]1[S:10][CH:11]=[CH:12][CH:13]=1)=[O:8])[C:3]([OH:35])=[O:2])=[O:16])[CH3:23] |f:1.2.3|. Reported procedure: To a solution of (S)-2-{[3-Ethyl-5-(3-hydroxy-benzylcarbamoyl)-thiophene-2-carbonyl]-amino}-3-[(thiophene-2-carbonyl)-amino]-propionic acid methyl ester (74.7 mg, 0.14 mmol) in THF (4 mL) was added a solution of lithium hydroxide monohydrate (61 mg, 1.45 mmol) in water (5 mL). The mixture was then stirred at room temperature 15 h. The mixture was then acidified with 1N HCl and extracted with EtOAc (×3). The extracts were combined, washed with water and brine, dried over sodium sulfate, filtered,... Reactants: Cl (HCl), COC([C@H](CNC(=O)C=1SC=CC1)NC(=O)C=1SC(=CC1CC)C(NCC1=CC(=CC=C1)O)=O)=O ((S)-2-{[3-Ethyl-5-(3-hydroxy-benzylcarbamoyl)-thiophene-2-carbonyl]-amino}-3-[(thiophene-2-carbonyl)-amino]-propionic acid methyl ester), O.[OH-].[Li+] (lithium hydroxide monohydrate).